This data is from the Open Reaction Database (ORD), a public repository of structured organic reaction records. The task is: describe an organic reaction: reactants, conditions, products, and yield The reactants are COc1cc2ncnc(Nc3cccc(Br)c3)c2cc1O, C=CCBr, CC(C)=O, [K+], [K+], O=C([O-])[O-]. Yields the product C=CCOc1cc2c(Nc3cccc(Br)c3)ncnc2cc1OC. Reaction SMILES: [Br:1][c:2]1[cH:3][c:4]([NH:8][c:9]2[n:10][cH:11][n:12][c:13]3[cH:14][c:15]([O:20][CH3:21])[c:16]([OH:19])[cH:17][c:18]23)[cH:5][cH:6][cH:7]1.[CH2:28]([CH:29]=[CH2:30])[Br:31].[CH3:32][C:33](=[O:34])[CH3:35].[K+:22].[K+:23].[O-:24][C:25]([O-:26])=[O:27]>>[Br:1][c:2]1[cH:3][c:4]([NH:8][c:9]2[n:10][cH:11][n:12][c:13]3[cH:14][c:15]([O:20][CH3:21])[c:16]([O:19][CH2:30][CH:29]=[CH2:28])[cH:17][c:18]23)[cH:5][cH:6][cH:7]1. RXN SMILES: [CH3:23][C:24](=[O:25])[OH:26].[CH:1]1([O:6][c:7]2[cH:8][c:9]([CH:10]=[N:11][OH:12])[cH:13][cH:14][c:15]2[O:16][CH3:17])[CH2:2][CH2:3][CH2:4][CH2:5]1.[Na+:18].[OH:19][C:20](=[O:21])[O-:22]>>[CH:1]1([O:6][c:7]2[cH:8][c:9]([C:10]#[N:11])[cH:13][cH:14][c:15]2[O:16][CH3:17])[CH2:2][CH2:3][CH2:4][CH2:5]1. Reactants: CC(=O)O, COc1ccc(C=NO)cc1OC1CCCC1, [Na+], O=C([O-])O. Product: COc1ccc(C#N)cc1OC1CCCC1. The reactants are B, CC(C)ON=Cc1cc(C(=O)NOCCO)c(Nc2ccc(I)cc2F)c(F)c1F, O=C(O)C(Cl)Cl, c1ccncc1. Yields the product CC(C)ONCc1cc(C(=O)NOCCO)c(Nc2ccc(I)cc2F)c(F)c1F. Reaction SMILES: [BH3:37].[F:1][c:2]1[c:3]([NH:22][c:23]2[c:24]([F:30])[cH:25][c:26]([I:29])[cH:27][cH:28]2)[c:4]([C:5](=[O:6])[NH:7][O:8][CH2:9][CH2:10][OH:11])[cH:12][c:13]([CH:16]=[N:17][O:18][CH:19]([CH3:20])[CH3:21])[c:14]1[F:15].[OH:38][C:39]([CH:40]([Cl:41])[Cl:42])=[O:43].[n:31]1[cH:32][cH:33][cH:34][cH:35][cH:36]1>>[F:1][c:2]1[c:3]([NH:22][c:23]2[c:24]([F:30])[cH:25][c:26]([I:29])[cH:27][cH:28]2)[c:4]([C:5](=[O:6])[NH:7][O:8][CH2:9][CH2:10][OH:11])[cH:12][c:13]([CH2:16][NH:17][O:18][CH:19]([CH3:20])[CH3:21])[c:14]1[F:15]. Reactants: C(=O)(O)C=1C=C(C=C(C1)NC(C(=O)OCC)=O)NC(C(=O)OCC)=O (Diethyl N,N'-(5-carboxy-m-phenylene)dioxamate), Cl (hydrochloric acid). The solvent is [OH-].[Na+] (sodium hydroxide), O (water). As a reaction SMILES: [C:1]([C:4]1[CH:5]=[C:6]([NH:18][C:19](=[O:25])[C:20]([O:22]CC)=[O:21])[CH:7]=[C:8]([NH:10][C:11](=[O:17])[C:12]([O:14]CC)=[O:13])[CH:9]=1)([OH:3])=[O:2].Cl>[OH-].[Na+].O>[C:1]([C:4]1[CH:9]=[C:8]([NH:10][C:11](=[O:17])[C:12]([OH:14])=[O:13])[CH:7]=[C:6]([NH:18][C:19](=[O:25])[C:20]([OH:22])=[O:21])[CH:5]=1)([OH:3])=[O:2] |f:2.3|. Product: C(=O)(O)C=1C=C(C=C(C1)NC(C(=O)O)=O)NC(C(=O)O)=O (N,N'-(5-Carboxy-m-phenylene)dioxamic acid). Procedure: Diethyl N,N'-(5-carboxy-m-phenylene)dioxamate (1.0 gram) is stirred in 1.0N aqueous sodium hydroxide (50 ml.) for 0.5 hour. The reaction mixture is diluted with water (100 ml.) and the pH adjusted to 3 with concentrated hydrochloric acid. The resulting precipitate is collected by filtration (0.80 gram, M.P. >320°).